The task is: describe an organic reaction: reactants, conditions, products, and yield. This data is from the Open Reaction Database (ORD), a public repository of structured organic reaction records. Starting materials: C1CCOC1, CCOC(C)=O, COc1cc(C(=O)Nc2c(C)cc3c[nH]nc3c2C(=O)NC(C)C)n(-c2ncccc2Cl)n1, O=S(=O)(OCC(F)(F)F)C(F)(F)F, [H-], [Na+], O. Yields the product COc1cc(C(=O)Nc2c(C)cc3cn(CC(F)(F)F)nc3c2C(=O)NC(C)C)n(-c2ncccc2Cl)n1. Reaction SMILES: [CH2:55]1[O:56][CH2:57][CH2:58][CH2:59]1.[CH3:49][CH2:50][O:51][C:52]([CH3:53])=[O:54].[CH:1]([CH3:2])([CH3:3])[NH:4][C:5](=[O:6])[c:7]1[c:8]([NH:17][C:18](=[O:19])[c:20]2[n:21](-[c:27]3[n:28][cH:29][cH:30][cH:31][c:32]3[Cl:33])[n:22][c:23]([O:25][CH3:26])[cH:24]2)[c:9]([CH3:16])[cH:10][c:11]2[cH:12][nH:13][n:14][c:15]12.[F:36][C:37]([F:38])([F:39])[S:40]([O:41][CH2:42][C:43]([F:44])([F:45])[F:46])(=[O:47])=[O:48].[H-:35].[Na+:34].[OH2:60]>>[CH:1]([CH3:2])([CH3:3])[NH:4][C:5](=[O:6])[c:7]1[c:8]([NH:17][C:18](=[O:19])[c:20]2[n:21](-[c:27]3[n:28][cH:29][cH:30][cH:31][c:32]3[Cl:33])[n:22][c:23]([O:25][CH3:26])[cH:24]2)[c:9]([CH3:16])[cH:10][c:11]2[cH:12][n:13]([CH2:42][C:43]([F:44])([F:45])[F:46])[n:14][c:15]12.